Dataset: the Open Reaction Database (ORD), a public repository of structured organic reaction records. Task: describe an organic reaction: reactants, conditions, products, and yield Starting materials: C(#N)C1=CC=C(OC2=C(C(=O)O)C=CC(=N2)OC2=CC=C(C=C2)C#N)C=C1 (2,6-bis(4-cyano phenoxy)-nicotinic acid), C(C)(C)(C)OC(NC1CCC(CC1)N)=O ((4-amino-cyclohexyl)-carbamic acid tert-butyl ester). Yields the product C(C)(C)(C)OC(NC1CCC(CC1)NC(=O)C=1C(=NC(=CC1)OC1=CC=C(C=C1)C#N)OC1=CC=C(C=C1)C#N)=O ((4-{[2,6-Bis-(4-cyano-phenoxy)pyridine-3-carbonyl]amino}-cyclohexyl)-carbamic Acid Tert-butyl Ester). Yield: 67.3%. As a reaction SMILES: [C:1]([C:3]1[CH:27]=[CH:26][C:6]([O:7][C:8]2[N:16]=[C:15]([O:17][C:18]3[CH:23]=[CH:22][C:21]([C:24]#[N:25])=[CH:20][CH:19]=3)[CH:14]=[CH:13][C:9]=2[C:10](O)=[O:11])=[CH:5][CH:4]=1)#[N:2].[C:28]([O:32][C:33](=[O:42])[NH:34][CH:35]1[CH2:40][CH2:39][CH:38]([NH2:41])[CH2:37][CH2:36]1)([CH3:31])([CH3:30])[CH3:29]>>[C:28]([O:32][C:33](=[O:42])[NH:34][CH:35]1[CH2:36][CH2:37][CH:38]([NH:41][C:10]([C:9]2[C:8]([O:7][C:6]3[CH:5]=[CH:4][C:3]([C:1]#[N:2])=[CH:27][CH:26]=3)=[N:16][C:15]([O:17][C:18]3[CH:19]=[CH:20][C:21]([C:24]#[N:25])=[CH:22][CH:23]=3)=[CH:14][CH:13]=2)=[O:11])[CH2:39][CH2:40]1)([CH3:31])([CH3:29])[CH3:30]. Reported procedure: Following the procedure of Example 5(c) 2,6-bis(4-cyano phenoxy)-nicotinic acid 0.335 g (0.94 mmol) and (4-amino-cyclohexyl)-carbamic acid tert-butyl ester (0.2 g, 0.94 mmol) were used to afford 0.35 g of the required product. Percentage purity (LCMS): 86.8%, (M+1)=553.6 (with BOC). 1H NMR (DMSO-d6): δ 1.25 (4H, m), 1.38 (9H, s), 1.82 (4H, m), 3.18 (1H, m), 3.64 (1H, m), 6.74 (1H, d), 6.95 (1H, d), 7.28 (4H, dd), 7.82 (4H, dd), 8.08 (1H, d), 8.21 (1H, d). The reactants are [H-].[Al+3].[Li+].[H-].[H-].[H-] (lithium aluminium hydride), C(C1=CC=CC=C1)N1CCC(CC1)NC1=C(C(=O)O)C(=CC=C1)F (2-(1-benzyl-4-piperidinylamino)-6-fluorobenzoic acid), ice water. The solvent is O1CCCC1 (tetrahydrofuran). Product: C(C1=CC=CC=C1)N1CCC(CC1)NC1=C(C(=CC=C1)F)CO (N-(1-benzyl-4-piperidinyl)-2-hydroxymethyl-3-fluoroaniline). The yield is 60.1%. Reaction SMILES: [H-].[Al+3].[Li+].[H-].[H-].[H-].[CH2:7]([N:14]1[CH2:19][CH2:18][CH:17]([NH:20][C:21]2[CH:29]=[CH:28][CH:27]=[C:26]([F:30])[C:22]=2[C:23](O)=[O:24])[CH2:16][CH2:15]1)[C:8]1[CH:13]=[CH:12][CH:11]=[CH:10][CH:9]=1>O1CCCC1>[CH2:7]([N:14]1[CH2:15][CH2:16][CH:17]([NH:20][C:21]2[CH:29]=[CH:28][CH:27]=[C:26]([F:30])[C:22]=2[CH2:23][OH:24])[CH2:18][CH2:19]1)[C:8]1[CH:13]=[CH:12][CH:11]=[CH:10][CH:9]=1 |f:0.1.2.3.4.5|. Procedure details: To a solution of lithium aluminium hydride (0.9 g) in anhydrous tetrahydrofuran (160 ml) is added 2-(1-benzyl-4-piperidinylamino)-6-fluorobenzoic acid (8.0 g) and the mixture is refluxed for 1 hour. After cooling, the reaction solution is poured into ice-water and then extracted with dichloromethane. The solvent is concentrated and to the resulting residue is added diethyl ether/n-hexane. The precipitated crystal is collected by filtration to give N-(1-benzyl-4-piperidinyl)-2-hydroxymethyl-3-flu... The reactants are C(C1=CC=CC=C1)NC(=O)C=1C(=NC(=NC1Cl)SC)Cl (4,6-dichloro-2-methylsulfanylpyrimidine-5-carboxylic acid benzylamide), CC(C)(C)[O-].[K+] (KOtBu), C(C)(C)(C)OC(=O)N1CCC(CC1)CCO (4-(2-hydroxyethyl)piperidine-1-carboxylic acid tert-butyl ester). Solvent: C1CCOC1 (THF), C1CCOC1 (THF). Run at temperature 0 celsius, time 20 minute. Yields the product C(C)(C)(C)OC(=O)N1CCC(CC1)CCOC1=NC(=NC(=C1C(NCC1=CC=CC=C1)=O)Cl)SC (4-[2-(5-benzylcarbamoyl-6-chloro-2-methylsulfanylpyrimidin-4-yloxy)ethyl]piperidine-1-carboxylic acid tert-butyl ester). Reaction SMILES: [CH2:1]([NH:8][C:9]([C:11]1[C:12]([Cl:20])=[N:13][C:14]([S:18][CH3:19])=[N:15][C:16]=1Cl)=[O:10])[C:2]1[CH:7]=[CH:6][CH:5]=[CH:4][CH:3]=1.CC([O-])(C)C.[K+].[C:27]([O:31][C:32]([N:34]1[CH2:39][CH2:38][CH:37]([CH2:40][CH2:41][OH:42])[CH2:36][CH2:35]1)=[O:33])([CH3:30])([CH3:29])[CH3:28]>C1COCC1>[C:27]([O:31][C:32]([N:34]1[CH2:39][CH2:38][CH:37]([CH2:40][CH2:41][O:42][C:16]2[C:11]([C:9](=[O:10])[NH:8][CH2:1][C:2]3[CH:3]=[CH:4][CH:5]=[CH:6][CH:7]=3)=[C:12]([Cl:20])[N:13]=[C:14]([S:18][CH3:19])[N:15]=2)[CH2:36][CH2:35]1)=[O:33])([CH3:30])([CH3:29])[CH3:28] |f:1.2|. Procedure details: To a solution of 4,6-dichloro-2-methylsulfanylpyrimidine-5-carboxylic acid benzylamide (3 mmol) in THF (20 mL) is added KOtBu (3.6 mmol) at 0° C. under N2. After stirred at 0° C. for 20 min, the above mixture is added dropwise to a solution of 4-(2-hydroxyethyl)piperidine-1-carboxylic acid tert-butyl ester (3.3 mmol) in THF (20 mL) at −78° C. The resulting mixture is gradually warm up to −30° C. over 2.5 h. The reaction is quenched by the addition of H2O. The mixture is extracted twice with AcOE... Reactants: CO, C=[N+]=[N-], CC12CC(=O)C3C(CCC4CC(O)CCC43C)C1CCC2C(=O)O. Product: COC(=O)C1CCC2C3CCC4CC(O)CCC4(C)C3C(=O)CC12C. RXN SMILES: [CH3:28][OH:29].[N+:25](=[N-:26])=[CH2:27].[OH:1][CH:2]1[CH2:3][CH:4]2[CH2:5][CH2:6][CH:7]3[CH:8]4[CH2:9][CH2:10][CH:11]([C:22](=[O:23])[OH:24])[C:12]4([CH3:13])[CH2:14][C:15](=[O:21])[CH:16]3[C:17]2([CH3:20])[CH2:18][CH2:19]1>>[OH:1][CH:2]1[CH2:3][CH:4]2[CH2:5][CH2:6][CH:7]3[CH:8]4[CH2:9][CH2:10][CH:11]([C:22](=[O:23])[O:24][CH3:27])[C:12]4([CH3:13])[CH2:14][C:15](=[O:21])[CH:16]3[C:17]2([CH3:20])[CH2:18][CH2:19]1. Reactants: C(C1=CC=CC=C1)OC(=O)N1CCC(CC1)C(NC1=C(C=CC=C1)N)=O (4-(2-amino-phenylcarbamoyl)-piperidine-1-carboxylic acid benzyl ester). Run in CC(=O)O (AcOH). Run at temperature 90 celsius. Yields the product C(C1=CC=CC=C1)OC(=O)N1CCC(CC1)C1=NC2=C(N1)C=CC=C2 (4-(1H-Benzoimidazol-2-yl)-piperidine-1-carboxylic acid benzyl ester). Isolated yield 13.7%. Reaction SMILES: [CH2:1]([O:8][C:9]([N:11]1[CH2:16][CH2:15][CH:14]([C:17](=O)[NH:18][C:19]2[CH:24]=[CH:23][CH:22]=[CH:21][C:20]=2[NH2:25])[CH2:13][CH2:12]1)=[O:10])[C:2]1[CH:7]=[CH:6][CH:5]=[CH:4][CH:3]=1>CC(O)=O>[CH2:1]([O:8][C:9]([N:11]1[CH2:16][CH2:15][CH:14]([C:17]2[NH:25][C:20]3[CH:21]=[CH:22][CH:23]=[CH:24][C:19]=3[N:18]=2)[CH2:13][CH2:12]1)=[O:10])[C:2]1[CH:7]=[CH:6][CH:5]=[CH:4][CH:3]=1. Procedure: A solution of crude 10 g of 4-(2-amino-phenylcarbamoyl)-piperidine-1-carboxylic acid benzyl ester was dissolved in 200 mL glacial AcOH and heated to 90° C. for 1.5 h. The reaction mixture was evaporated to dryness, redissolved in 20 mL MeOH and concentrated in vacuo. Purification by CC with EtOAc/Hept (9:1) to EtOAc yielded 1.3 g of the desired compound as beige solid. The reactants are C(C)C1=NC=CC=C1N (2-Ethyl-3-aminopyridine), BrC=1C(N(C(=CN1)C)CC(=O)OCC)=O (3-bromo-6-methyl-1-(ethoxycarbonylmethyl)pyrazinone). The solvent is [N+](=O)([O-])C1=CC=CC=C1 (nitrobenzene). Conditions: temperature 200 celsius. Product: C(C)C1=NC=CC=C1NC=1C(N(C(=CN1)C)CC(=O)OCC)=O (3-(2-Ethylpyrid-3-ylamino)-6-methyl-1-(ethoxycarbonylmethyl)pyrazinone). As a reaction SMILES: [CH2:1]([C:3]1[C:8]([NH2:9])=[CH:7][CH:6]=[CH:5][N:4]=1)[CH3:2].Br[C:11]1[C:12](=[O:24])[N:13]([CH2:18][C:19]([O:21][CH2:22][CH3:23])=[O:20])[C:14]([CH3:17])=[CH:15][N:16]=1>[N+](C1C=CC=CC=1)([O-])=O>[CH2:1]([C:3]1[C:8]([NH:9][C:11]2[C:12](=[O:24])[N:13]([CH2:18][C:19]([O:21][CH2:22][CH3:23])=[O:20])[C:14]([CH3:17])=[CH:15][N:16]=2)=[CH:7][CH:6]=[CH:5][N:4]=1)[CH3:2]. Reported procedure: A mixture of 2-ethyl-3-aminopyridine (0.35 g, 2.8 mMol, 2 eq) from step 2 above and 3-bromo-6-methyl-1-(ethoxycarbonylmethyl)pyrazinone (0.39 g, 1.4 mMol) in 1 mL of nitrobenzene was heated at 200 ° C. for 2 h. The reaction was concentrated in vacuo and the residue purified by flash silica gel chromatography using 1% methanol in methylene chloride as an eluent to afford the title compound as a yellow oil that crystallizes upon sitting. (0.058 g; HPLC RT=4.45 min, method A). Run in O1CCCC1 (tetrahydrofuran). Reaction SMILES: [H-].[Al+3].[Li+].[H-].[H-].[H-].[NH:7]([C:11]1[S:12][CH:13]=[C:14]([C:16](OCC)=[O:17])[N:15]=1)[C:8]([NH2:10])=[NH:9].C(OCC)(=O)C.O>O1CCCC1>[NH:7]([C:11]1[S:12][CH:13]=[C:14]([CH2:16][OH:17])[N:15]=1)[C:8]([NH2:10])=[NH:9] |f:0.1.2.3.4.5|. Starting materials: C(C)(=O)OCC (Ethyl acetate), O (water), N(C(=N)N)C=1SC=C(N1)C(=O)OCC (2-guanidino-4-ethoxycarbonylthiazole), [H-].[Al+3].[Li+].[H-].[H-].[H-] (lithium aluminum hydride), resultant mixture, [H-].[Al+3].[Li+].[H-].[H-].[H-] (lithium aluminum hydride). Yields the product N(C(=N)N)C=1SC=C(N1)CO (2-guanidino-4-hydroxymethylthiazole). Isolated yield 62.2%. Reported procedure: To a suspension of lithium aluminum hydride (0.5 g) in dry tetrahydrofuran (260 ml) is portionwise added 2-guanidino-4-ethoxycarbonylthiazole (3.6 g) at 0° C. with stirring in half an hour, and the resultant mixture is refluxed under stirring for 4 hours. Ethyl acetate and water are added to the reaction mixture for decomposing excess lithium aluminum hydride. The organic layer is separated and the residual layer is extracted with methanol. The methanolic extract is combined with the organic lay... Starting materials: BrC1=CC=CC(=N1)C1(CCC(CC1)N(C)C)O (1-(6-bromo-pyridin-2-yl)-4-dimethylamino-cyclohexanol), acic monohydrate. The solvent is C1(=CC=CC=C1)C (toluene). The product is BrC1=CC=CC(=N1)C1=CCC(CC1)N(C)C ((4-(6-bromo-pyridin-2-yl)-cyclohex-3-enyl)-dimethyl-amine). The yield is 80.5%. Reaction SMILES: [Br:1][C:2]1[N:7]=[C:6]([C:8]2(O)[CH2:13][CH2:12][CH:11]([N:14]([CH3:16])[CH3:15])[CH2:10][CH2:9]2)[CH:5]=[CH:4][CH:3]=1>C1(C)C=CC=CC=1>[Br:1][C:2]1[N:7]=[C:6]([C:8]2[CH2:13][CH2:12][CH:11]([N:14]([CH3:16])[CH3:15])[CH2:10][CH:9]=2)[CH:5]=[CH:4][CH:3]=1. Procedure details: Mix the above 1-(6-bromo-pyridin-2-yl)-4-dimethylamino-cyclohexanol (7 g, 23.4 mmol), p-toluenesulfonic acic monohydrate (15.3 g, 80.5 mmol), anhydrous toluene (600 mL). Heat at reflux for 16 hr. with a Dean Stark trap. Cool down to room temperature. Concentrate under reduced pressure. Partition between ethyl acetate and a 2M NaOH solution. Separate the organic layer, extract the aqueous layer twice with ethyl acetate. Combine the organic fractions, dry over sodium sulfate and concentrate to a r... Starting materials: N[C@@H]1CC2=C(C=3C=NNC3C=C2)CN(C1=O)CCN1CCCC1 (7-(R)-amino-9-(2-pyrrolidin-1-yl-ethyl)-6,7,9,10-tetrahydro-3H-2,3,9-triazacyclohepta[e]inden-8-one), O=C1C2(C=3C(=NC=CC3)N1)CC1=CC=C(C=C1C2)C(=O)O ((±)-2′-oxo-1,1′,2′,3-tetrahydrospiro[indene-2,3′-pyrrolo[2,3-b]pyridine]-5-carboxylic acid), C=1C=CC2=C(C1)N=NN2O (HOBT), C(CCl)Cl (EDC). Solvent: CN(C)C=O (DMF). Conditions: time 18 hour. Product: O=C1C2(C=3C(=NC=CC3)N1)CC1=CC=C(C=C1C2)C(=O)N[C@@H]2CC1=C(C=3C=NNC3C=C1)CN(C2=O)CCN2CCCC2 (2′-Oxo-N-[(7R)-8-oxo-9-(2-pyrrolidin-1-ylethyl)-3,6,7,8,9,10-hexahydroazepino[3,4-e]indazol-7-yl]-1,1′,2′,3-tetrahydrospiro[indene-2,3′-pyrrolo[2,3-b]pyridine]-5-carboxamide). RXN SMILES: [NH2:1][C@H:2]1[C:15](=[O:16])[N:14]([CH2:17][CH2:18][N:19]2[CH2:23][CH2:22][CH2:21][CH2:20]2)[CH2:13][C:5]2[C:6]3[CH:7]=[N:8][NH:9][C:10]=3[CH:11]=[CH:12][C:4]=2[CH2:3]1.[O:24]=[C:25]1[NH:33][C:28]2=[N:29][CH:30]=[CH:31][CH:32]=[C:27]2[C:26]21[CH2:41][C:40]1[C:35](=[CH:36][CH:37]=[C:38]([C:42](O)=[O:43])[CH:39]=1)[CH2:34]2.C1C=CC2N(O)N=NC=2C=1.C(Cl)CCl>CN(C=O)C>[O:24]=[C:25]1[NH:33][C:28]2=[N:29][CH:30]=[CH:31][CH:32]=[C:27]2[C:26]21[CH2:41][C:40]1[C:35](=[CH:36][CH:37]=[C:38]([C:42]([NH:1][C@H:2]3[C:15](=[O:16])[N:14]([CH2:17][CH2:18][N:19]4[CH2:20][CH2:21][CH2:22][CH2:23]4)[CH2:13][C:5]4[C:6]5[CH:7]=[N:8][NH:9][C:10]=5[CH:11]=[CH:12][C:4]=4[CH2:3]3)=[O:43])[CH:39]=1)[CH2:34]2. Reported procedure: A mixture of 7-(R)-amino-9-(2-pyrrolidin-1-yl-ethyl)-6,7,9,10-tetrahydro-3H-2,3,9-triazacyclohepta[e]inden-8-one (72 mg, 0.23 mmol) [Chaturvedula et al. WO 2006/052378], (±)-2′-oxo-1,1′,2′,3-tetrahydrospiro[indene-2,3′-pyrrolo[2,3-b]pyridine]-5-carboxylic acid (78 mg, 0.28 mmol) [Bell et al. WO 2006/031606], HOBT (43 mg, 0.28 mmol), and EDC (54 mg, 0.28 mmol) in DMF (2 mL) is stirred at ambient temperature for 18 h. The reaction mixture is purified directly by HPLC using a reversed phase C18 col... The reactants are CC(C)=O, CI, [K+], [OH-], O, c1ccc(-c2nc3[nH]ncc3c(-c3ccccc3)c2-c2ccncc2)cc1. Product: Cn1cc2c(-c3ccccc3)c(-c3ccncc3)c(-c3ccccc3)nc2n1. As a reaction SMILES: [CH3:33][C:34](=[O:35])[CH3:36].[I:30][CH3:31].[K+:29].[OH-:28].[OH2:32].[c:1]1(-[c:7]2[c:8]3[c:9]([n:10][c:11](-[c:19]4[cH:20][cH:21][cH:22][cH:23][cH:24]4)[c:12]2-[c:13]2[cH:14][cH:15][n:16][cH:17][cH:18]2)[nH:25][n:26][cH:27]3)[cH:2][cH:3][cH:4][cH:5][cH:6]1>>[c:1]1(-[c:7]2[c:8]3[c:9]([n:10][c:11](-[c:19]4[cH:20][cH:21][cH:22][cH:23][cH:24]4)[c:12]2-[c:13]2[cH:14][cH:15][n:16][cH:17][cH:18]2)[n:25][n:26]([CH3:31])[cH:27]3)[cH:2][cH:3][cH:4][cH:5][cH:6]1.